Dataset: the Open Reaction Database (ORD), a public repository of structured organic reaction records. Task: describe an organic reaction: reactants, conditions, products, and yield Procedure details: The N-potassium salt of 4-propylphthalimide (0.025 mole) dissolved in dimethylformamide (50 ml) and 2-nitro-5-(2,4-dibromophenoxy)benzoyl chloride (0.025 mole) are charged into a glass reaction vessel equipped with a mechanical stirrer and thermometer. The reaction mixture is stirred at room temperature for a period of about 8 hours. After this time the mixture is poured into water (150 ml) and is extracted twice with toluene. The toluene extracts are combined and stripped of solvent leaving a s... The reactants are O (water), N-potassium, C(CC)C=1C=C2C(C(=O)NC2=O)=CC1 (4-propylphthalimide), [N+](=O)([O-])C1=C(C(=O)Cl)C=C(C=C1)OC1=C(C=C(C=C1)Br)Br (2-nitro-5-(2,4-dibromophenoxy)benzoyl chloride). As a reaction SMILES: [CH2:1]([C:4]1[CH:5]=[C:6]2[C:11](=[O:12])[NH:10][C:8](=[O:9])[C:7]2=[CH:13][CH:14]=1)[CH2:2][CH3:3].[N+:15]([C:18]1[CH:26]=[CH:25][C:24]([O:27][C:28]2[CH:33]=[CH:32][C:31]([Br:34])=[CH:30][C:29]=2[Br:35])=[CH:23][C:19]=1[C:20](Cl)=[O:21])([O-:17])=[O:16].O>CN(C)C=O>[N+:15]([C:18]1[CH:26]=[CH:25][C:24]([O:27][C:28]2[CH:33]=[CH:32][C:31]([Br:34])=[CH:30][C:29]=2[Br:35])=[CH:23][C:19]=1[C:20]([N:10]1[C:11](=[O:12])[C:6]2=[CH:5][C:4]([CH2:1][CH2:2][CH3:3])=[CH:14][CH:13]=[C:7]2[C:8]1=[O:9])=[O:21])([O-:17])=[O:16]. Run in CN(C=O)C (dimethylformamide). Reaction conditions: time 8 hour. The product is [N+](=O)([O-])C1=C(C(=O)N2C(C=3C(C2=O)=CC(=CC3)CCC)=O)C=C(C=C1)OC1=C(C=C(C=C1)Br)Br (N-[2-nitro-5-(2,4-dibromophenoxy)benzoyl]-4-propylphthalimide). Reactants: CC1=NC=CC(=C1)B(O)O (2-methylpyridin-4-ylboronic acid), BrC=1C=C(C=C(C1)Cl)NC([C@H](CC1=CC=CC=C1)NC(OC(C)(C)C)=O)=O ((S)-tert-butyl 1-(3-bromo-5-chlorophenylamino)-1-oxo-3-phenylpropan-2-ylcarbamate), [F-].[Cs+] (cesium fluoride), COCCOC (DME). Reagents/catalysts: C=1C=CC(=CC1)[P](C=2C=CC=CC2)(C=3C=CC=CC3)[Pd]([P](C=4C=CC=CC4)(C=5C=CC=CC5)C=6C=CC=CC6)([P](C=7C=CC=CC7)(C=8C=CC=CC8)C=9C=CC=CC9)[P](C=1C=CC=CC1)(C=1C=CC=CC1)C=1C=CC=CC1 (tetrakis(triphenylphosphine)palladium). Reaction conditions: temperature 85 celsius. The product is ClC=1C=C(C=C(C1)C1=CC(=NC=C1)C)NC([C@H](CC1=CC=CC=C1)NC(OC(C)(C)C)=O)=O (tert-butyl (S)-1-(3-chloro-5-(2-methylpyridin-4-yl)phenylamino)-1-oxo-3-phenylpropan-2-ylcarbamate). Yield: 66.2%. RXN SMILES: [CH3:1][C:2]1[CH:7]=[C:6](B(O)O)[CH:5]=[CH:4][N:3]=1.Br[C:12]1[CH:13]=[C:14]([NH:19][C:20](=[O:37])[C@@H:21]([NH:29][C:30](=[O:36])[O:31][C:32]([CH3:35])([CH3:34])[CH3:33])[CH2:22][C:23]2[CH:28]=[CH:27][CH:26]=[CH:25][CH:24]=2)[CH:15]=[C:16]([Cl:18])[CH:17]=1.[F-].[Cs+].COCCOC>C1C=CC([P]([Pd]([P](C2C=CC=CC=2)(C2C=CC=CC=2)C2C=CC=CC=2)([P](C2C=CC=CC=2)(C2C=CC=CC=2)C2C=CC=CC=2)[P](C2C=CC=CC=2)(C2C=CC=CC=2)C2C=CC=CC=2)(C2C=CC=CC=2)C2C=CC=CC=2)=CC=1>[Cl:18][C:16]1[CH:15]=[C:14]([NH:19][C:20](=[O:37])[C@@H:21]([NH:29][C:30](=[O:36])[O:31][C:32]([CH3:33])([CH3:35])[CH3:34])[CH2:22][C:23]2[CH:28]=[CH:27][CH:26]=[CH:25][CH:24]=2)[CH:13]=[C:12]([C:6]2[CH:5]=[CH:4][N:3]=[C:2]([CH3:1])[CH:7]=2)[CH:17]=1 |f:2.3,^1:49,51,70,89|. Procedure: 2-methylpyridin-4-ylboronic acid (327 mg, 2.39 mmol), (S)-tert-butyl 1-(3-bromo-5-chlorophenylamino)-1-oxo-3-phenylpropan-2-ylcarbamate (542 mg, 1.19 mmol), tetrakis(triphenylphosphine)palladium (345 mg, 0.30 mmol), cesium fluoride (544 mg, 3.58 mmol) were added to a vial then DME (4778 μl, 1194 μmol) was added and the mixture was heated to 85° C. for 8 h. The reaction was loaded and purified on Phenomenex Geminni C18 HPLC 50 mm×250 mm running ACN/Water/0.1% TFA in a linear gradient. The fractio... Starting materials: ice water, COC1=C2C(C=CNC2=CC(=C1)OC)=O (5,7-dimethoxy-1H-quinolin-4-one), O=P(Cl)(Cl)Cl (POCl3), C(=O)(O)[O-].[Na+] (NaHCO3). Conditions: time 8 hour. Yields the product ClC1=CC=NC2=CC(=CC(=C12)OC)OC (4-chloro-5,7-dimethoxyquinoline). As a reaction SMILES: [CH3:1][O:2][C:3]1[CH:12]=[C:11]([O:13][CH3:14])[CH:10]=[C:9]2[C:4]=1[C:5](=O)[CH:6]=[CH:7][NH:8]2.C([O-])(O)=O.[Na+].O=P(Cl)(Cl)[Cl:23]>>[Cl:23][C:5]1[C:4]2[C:9](=[CH:10][C:11]([O:13][CH3:14])=[CH:12][C:3]=2[O:2][CH3:1])[N:8]=[CH:7][CH:6]=1 |f:1.2|. Reported procedure: 5,7-dimethoxy-1H-quinolin-4-one (300 mg, 1.4 mmol) in POCl3 (5 mL) was heated to reflux for 15 h. The reaction mixture was cooled to rt and poured into ice-water. The mixture was then basified to pH 7 with NaHCO3 and stirred overnight. The solid was filtered and washed with water and dried to give 4-chloro-5,7-dimethoxyquinoline. LCMS m/z=224 (M+1); 1H NMR (CDCl3) δ: 8.56 (d, 1H, J=4.4 Hz), 7.23 (d, 1H, J=4.4 Hz), 7.05 (s, 1H), 6.58 (s, 1H), 3.93 (s, 6H). Starting materials: CC(C)(C)OC(=O)N1CCC(C)(C)C1C(=O)O, ClCCCl, O=C(NCc1cc(Cl)ccc1-n1cnnn1)C1CCCN1. The product is CC(C)(C)OC(=O)N1CCC(C)(C)C1C(=O)N1CCCC1C(=O)NCc1cc(Cl)ccc1-n1cnnn1. RXN SMILES: [C:1]([CH3:2])([CH3:3])([CH3:4])[O:5][C:6](=[O:7])[N:8]1[CH:9]([C:10](=[O:11])[OH:12])[C:13]([CH3:16])([CH3:17])[CH2:14][CH2:15]1.[CH2:39]([Cl:40])[CH2:41][Cl:42].[Cl:18][c:19]1[cH:20][cH:21][c:22](-[n:34]2[n:35][n:36][n:37][cH:38]2)[c:23]([CH2:24][NH:25][C:26]([CH:27]2[NH:28][CH2:29][CH2:30][CH2:31]2)=[O:32])[cH:33]1>>[C:1]([CH3:2])([CH3:3])([CH3:4])[O:5][C:6](=[O:7])[N:8]1[CH:9]([C:10](=[O:12])[N:28]2[CH:27]([C:26]([NH:25][CH2:24][c:23]3[c:22](-[n:34]4[n:35][n:36][n:37][cH:38]4)[cH:21][cH:20][c:19]([Cl:18])[cH:33]3)=[O:32])[CH2:31][CH2:30][CH2:29]2)[C:13]([CH3:16])([CH3:17])[CH2:14][CH2:15]1. Starting materials: FC(C(C)(O)C1=CC=C(C=C1)OC)(F)F (1,1,1-trifluoro-2-(4-methoxyphenyl)-2-propanol), O.C1(=CC=C(C=C1)S(=O)(=O)O)C (p-toluenesulfonic acid hydrate), O (water). Solvent: C(C)(=O)O (acetic acid). Yields the product FC(C(=C)C1=CC=C(C=C1)OC)(F)F (4-[1-(trifluoromethyl)vinyl]-1-methoxybenzene). RXN SMILES: [F:1][C:2]([F:15])([F:14])[C:3]([C:6]1[CH:11]=[CH:10][C:9]([O:12][CH3:13])=[CH:8][CH:7]=1)(O)[CH3:4].O.C1(C)C=CC(S(O)(=O)=O)=CC=1.O>C(O)(=O)C>[F:1][C:2]([F:14])([F:15])[C:3]([C:6]1[CH:11]=[CH:10][C:9]([O:12][CH3:13])=[CH:8][CH:7]=1)=[CH2:4] |f:1.2|. Reported procedure: 9.0 g of 1,1,1-trifluoro-2-(4-methoxyphenyl)-2-propanol were heated with 0.4 g of p-toluenesulfonic acid hydrate in 30 ml of glacial acetic acid until the elimination of water had ended. The reaction solution was concentrated, the residue was taken up in water, neutralised with aqueous sodium hydrogen carbonate and extracted with ethyl acetate. The extract was washed with water, dried and concentrated. Distillation of the residue under reduced pressure (5.1×10−1 torr) gave the title product as a... The reactants are OCN1C(=O)NC(=O)C1 (N-(hydroxymethyl)-hydantoin), OCN1C(C=2C(C1=O)=CC=CC2)=O (N-(hydroxymethyl)-phthalimide), OCN1C(CCC1=O)=O (N-hydroxymethyl succinimide), OCNC(C1=CC=CC=C1)=O (N-(hydroxymetyl)-benzamide), OCNC(C1=CN=CC=C1)=O (N-(hydroxymethyl)-nicotinamide), 135h. Yields the product Mannich bases N-dimethylaminomethyl nicotinamide, CN(C)CN1C(CCC1=O)=O (N-dimethylaminomethyl succinimide). RXN SMILES: O[CH2:2][NH:3][C:4](=O)C1C=CC=CC=1.OCNC(=O)C1C=CC=NC=1.O[CH2:24][N:25]1[C:29](=[O:30])[C:28]2=CC=CC=[C:27]2[C:26]1=[O:35].OCN1CC(=O)NC1=O.OCN1C(=O)CCC1=O>>[CH3:2][N:3]([CH2:24][N:25]1[C:29](=[O:30])[CH2:28][CH2:27][C:26]1=[O:35])[CH3:4]. Reported procedure: Materials: N-(hydroxymetyl)-benzamide (Hellman, H, Angew. Chem. 69 (1957), 470), N-(hydroxymethyl)-nicotinamide (Chechelska, B. & Urbanski, T., Roczniki Chem. 27, 396-409), N-(hydroxymethyl)-phthalimide (Buch, S. R., J. Am. Chem. Soc. 69 (1947) 254- ), N-(hydroxymethyl)-hydantoin (Konishiroku Photo Industr. Co. Ltd. Japan 6882 ('58) Aug. 20, Chemical Abstracts 54, 135h), N-hydroxymethyl succinimide (Vail, S. L. & Pierce, A. G., J. Org. Chem. 37 (1972) 393-), and the Mannich bases N-dimethylamino... Reactants: BrCC1=CC=C(C=C1)C1=CC=C(C=C1)C(=O)C1=CC(=C(C=C1)Cl)Cl (3,4-dichlorophenyl 4'-bromomethyl-4-biphenylyl ketone), C(C=C)CN (N-allylmethylamine), C([O-])([O-])=O.[K+].[K+] (potassium carbonate). The solvent is C(C)O (ethanol). Product: Cl.ClC=1C=C(C=CC1Cl)C(=O)C1=CC=C(C=C1)C1=CC=C(C=C1)CNCCC=C (4'-[(Allylmethylamino)methyl]-4-biphenylyl 3,4-dichlorphenyl ketone hydrochloride). Reaction SMILES: BrCC1C=C[C:6]([C:9]2[CH:14]=[CH:13][C:12]([C:15]([C:17]3[CH:22]=[CH:21][C:20]([Cl:23])=[C:19]([Cl:24])[CH:18]=3)=[O:16])=[CH:11][CH:10]=2)=[CH:5][CH:4]=1.[CH2:25]([CH2:28][NH2:29])[CH:26]=[CH2:27].C(=O)([O-])[O-].[K+].[K+]>C(O)C>[ClH:23].[Cl:24][C:19]1[CH:18]=[C:17]([C:15]([C:12]2[CH:11]=[CH:10][C:9]([C:6]3[CH:5]=[CH:4][C:25]([CH2:28][NH:29][CH2:9][CH2:6][CH:5]=[CH2:4])=[CH:26][CH:27]=3)=[CH:14][CH:13]=2)=[O:16])[CH:22]=[CH:21][C:20]=1[Cl:23] |f:2.3.4,6.7|. Reported procedure: 1.0 g of 3,4-dichlorophenyl 4'-bromomethyl-4-biphenylyl ketone, 1.5 ml of N-allylmethylamine and 0.84 g of potassium carbonate in 25 ml of ethanol are heated to boiling under reflux for 4 hours. The mixture is evaporated and the residue is extracted with ether. The extracts are dried over magnesium sulfate and treated with an ethereal hydrogen chloride solution. The precipitated hydrochloride is filtered and dried. 4'-[(Allylmethylamino)methyl]-4-biphenylyl 3,4-dichlorphenyl ketone hydrochloride...